This data is from the Open Reaction Database (ORD), a public repository of structured organic reaction records. The task is: describe an organic reaction: reactants, conditions, products, and yield Starting materials: C(C1=CC=CC=C1)OC([C@H](CC(C)C)NC(=O)N1CCCCCC1)=O ((S)-2-[(azepane-1-carbonyl)-amino]-4-methyl-pentanoic acid benzyl ester). Reagents/catalysts: [Pd] (Pd/C). Solvent: C1CCOC1 (THF). Product: N1(CCCCCC1)C(=O)N[C@H](C(=O)O)CC(C)C ((S)-2-[(azepane-1-carbonyl)-amino]-4-methyl-pentanoic acid). The yield is 93.5%. As a reaction SMILES: C([O:8][C:9](=[O:25])[C@@H:10]([NH:15][C:16]([N:18]1[CH2:24][CH2:23][CH2:22][CH2:21][CH2:20][CH2:19]1)=[O:17])[CH2:11][CH:12]([CH3:14])[CH3:13])C1C=CC=CC=1>C1COCC1.[Pd]>[N:18]1([C:16]([NH:15][C@@H:10]([CH2:11][CH:12]([CH3:14])[CH3:13])[C:9]([OH:25])=[O:8])=[O:17])[CH2:24][CH2:23][CH2:22][CH2:21][CH2:20][CH2:19]1. Reported procedure: A solution of (S)-2-[(azepane-1-carbonyl)-amino]-4-methyl-pentanoic acid benzyl ester (38.5 g, 111 mmol) in 600 mL of THF was hydrogenated at 50 psi over 20% Pd/C (2.00 g) for 17 minutes. The reaction mixture was filtered through celite and concentrated to dryness. The residue was heated in 50 mL of hexane. The resulting suspension was cooled, and the solid was collected by filtration and washed with hexane. The solid was dried at room temperature under vacuum to give (S)-2-[(azepane-1-carbonyl)... Reactants: BrC1=CC=C(COC(C(=O)OC)CC(C)C)C=C1 (Methyl 2-[(4-bromobenzyl)oxy]-4-methylpentanoate), CO (methanol), O1CCCC1 (tetrahydrofuran), [Li] (lithium). Run in O (water), Cl (hydrochloric acid). Product: BrC1=CC=C(COC(C(=O)O)CC(C)C)C=C1 (2-[(4-bromobenzyl)oxy]-4-methylpentanoic acid). As a reaction SMILES: [Br:1][C:2]1[CH:18]=[CH:17][C:5]([CH2:6][O:7][CH:8]([CH2:13][CH:14]([CH3:16])[CH3:15])[C:9]([O:11]C)=[O:10])=[CH:4][CH:3]=1.CO.O1CCCC1.[Li]>O.Cl>[Br:1][C:2]1[CH:3]=[CH:4][C:5]([CH2:6][O:7][CH:8]([CH2:13][CH:14]([CH3:15])[CH3:16])[C:9]([OH:11])=[O:10])=[CH:17][CH:18]=1 |^1:25|. Procedure details: Methyl 2-[(4-bromobenzyl)oxy]-4-methylpentanoate in a mixture of water (3 mL), methanol (3 mL) and tetrahydrofuran (6 mL) was treated with lithium hydroxyde monohydrate (560 mg, 13.3 mmoles) until disappearance of the starting material was observed by TLC. The reaction was diluted with 1.2 N hydrochloric acid until pH 1. The aqueous phase was extracted 3 times with dichloromethane. The organic phase was concentrated under reduced pressure to afford 2-[(4-bromobenzyl)oxy]-4-methylpentanoic acid w...